This data is from the Open Reaction Database (ORD), a public repository of structured organic reaction records. The task is: describe an organic reaction: reactants, conditions, products, and yield Reactants: solid, BrC1=C(OC(C2=CC=CC=C12)=O)C(C)O (4-Bromo-3-(1-hydroxyethyl)-1H-isochromen-1-one), BrC1=C(OC(C2=CC=CC=C12)=O)C(C)O (4-Bromo-3-(1-hydroxyethyl)-1H-isochromen-1-one), C1(=CC=CC=C1)B(O)O (phenylboronic acid), C(=O)([O-])[O-].[Cs+].[Cs+] (Cs2CO3). The reagents and catalysts are C=1C=CC(=CC1)[P](C=2C=CC=CC2)(C=3C=CC=CC3)[Pd]([P](C=4C=CC=CC4)(C=5C=CC=CC5)C=6C=CC=CC6)([P](C=7C=CC=CC7)(C=8C=CC=CC8)C=9C=CC=CC9)[P](C=1C=CC=CC1)(C=1C=CC=CC1)C=1C=CC=CC1 (Pd(PPh3)4). Solvent: CCOC(=O)C (AcOEt), CN(C)C=O (DMF). Reaction conditions: temperature 120 celsius. Yields the product OC(C)C=1OC(C2=CC=CC=C2C1C1=CC=CC=C1)=O (3-(1-Hydroxyethyl)-4-phenyl-1H-isochromen-1-one). Reaction SMILES: Br[C:2]1[C:11]2[C:6](=[CH:7][CH:8]=[CH:9][CH:10]=2)[C:5](=[O:12])[O:4][C:3]=1[CH:13]([OH:15])[CH3:14].[C:16]1(B(O)O)[CH:21]=[CH:20][CH:19]=[CH:18][CH:17]=1.C([O-])([O-])=O.[Cs+].[Cs+]>CN(C=O)C.CCOC(C)=O.C1C=CC([P]([Pd]([P](C2C=CC=CC=2)(C2C=CC=CC=2)C2C=CC=CC=2)([P](C2C=CC=CC=2)(C2C=CC=CC=2)C2C=CC=CC=2)[P](C2C=CC=CC=2)(C2C=CC=CC=2)C2C=CC=CC=2)(C2C=CC=CC=2)C2C=CC=CC=2)=CC=1>[OH:15][CH:13]([C:3]1[O:4][C:5](=[O:12])[C:6]2[C:11]([C:2]=1[C:16]1[CH:21]=[CH:20][CH:19]=[CH:18][CH:17]=1)=[CH:10][CH:9]=[CH:8][CH:7]=2)[CH3:14] |f:2.3.4,^1:45,47,66,85|. Procedure details: 4-Bromo-3-(1-hydroxyethyl)-1H-isochromen-1-one (Intermediate A2, 0.77 g, 2.88 mmol), phenylboronic acid (0.63 g, 5.18 mmol), Pd(PPh3)4 (0.199 g, 0.173 mmol) and Cs2CO3 (1.49 g, 4.6 mmol) were dissolved in DMF (10.7 ml) and heated under microwave irradiation at 120° C. for 20 min. The reaction mixture was then diluted with AcOEt (100 mL) and filtrate. The organic phase was washed twice with 0.5 M HClaqueous, twice with water, sat NaHCO3 and once with sat NaClaqueous. The resulting organic phase w... Reactants: Cl (HCl), CC(C)(S(=O)N[C@@H](C)C1CCN(CC1)C(=O)OCC1=CC=CC=C1)C (Benzyl 4-((1S)-1-(1,1-dimethylethylsulfinamido)ethyl)piperidine-1-carboxylate). The solvent is O1CCOCC1 (dioxane), O1CCOCC1 (dioxane). Conditions: time 3 hour. The product is C(C1=CC=CC=C1)OC(=O)N1CCC(CC1)[C@H](C)N (4-((S)-1-Amino-ethyl)-piperidine-1-carboxylic acid benzyl ester), salt. RXN SMILES: CC(C)(S([NH:6][C@H:7]([CH:9]1[CH2:14][CH2:13][N:12]([C:15]([O:17][CH2:18][C:19]2[CH:24]=[CH:23][CH:22]=[CH:21][CH:20]=2)=[O:16])[CH2:11][CH2:10]1)[CH3:8])=O)C.Cl>O1CCOCC1>[CH2:18]([O:17][C:15]([N:12]1[CH2:13][CH2:14][CH:9]([C@@H:7]([NH2:6])[CH3:8])[CH2:10][CH2:11]1)=[O:16])[C:19]1[CH:24]=[CH:23][CH:22]=[CH:21][CH:20]=1. Procedure: Benzyl 4-((1S)-1-(1,1-dimethylethylsulfinamido)ethyl)piperidine-1-carboxylate (1.825 g, 4.98 mmole) was dissolved in dioxane (10 mL) and 4N HCl in dioxane (5 mL, 1.3 eq.) was added. The mixture was stirred for 3 hours at room temperature. The solvents were removed by rotary evaption to give the title compound as ahydrochloride salt (1.3 g). 1H NMR (400 MHz, CD2Cl2) δ 8.46 (s, 2H), 7.44-7.27 (m, 5H), 5.11 (s, 2H), 4.26 (d, J=13.57 Hz, 2H), 3.24-3.12 (m, 1H), 2.86-2.61 (m, 2H), 1.99-1.86 (m, 3H), ... Starting materials: [N+](=O)([O-])C1=C2C=CC(=NC2=CC=C1)Cl (5-nitro-2-chloroquinoline), COC=1C=CC=C2CCC(C12)N (7-methoxy-indane-1-ylamine). Product: COC=1C=CC=C2CCC(C12)NC1=NC=2C=CC=C(C2C=C1)N (rac-N2-(7-Methoxy-indan-1-yl)-quinoline-2,5-diamine). RXN SMILES: [N+:1]([C:4]1[CH:13]=[CH:12][CH:11]=[C:10]2[C:5]=1[CH:6]=[CH:7][C:8](Cl)=[N:9]2)([O-])=O.[CH3:15][O:16][C:17]1[CH:18]=[CH:19][CH:20]=[C:21]2[C:25]=1[CH:24]([NH2:26])[CH2:23][CH2:22]2>>[CH3:15][O:16][C:17]1[CH:18]=[CH:19][CH:20]=[C:21]2[C:25]=1[CH:24]([NH:26][C:8]1[CH:7]=[CH:6][C:5]3[C:4]([NH2:1])=[CH:13][CH:12]=[CH:11][C:10]=3[N:9]=1)[CH2:23][CH2:22]2. Procedure details: The title compound, MS: m/e=306.4 (M+H+), was prepared in accordance with the general method of example 16 from 5-nitro-2-chloroquinoline and 7-methoxy-indane-1-ylamine. Reactants: C(C)(C)(C)O (tert-BuOH), O (H2O), ClC=1C=C(C=C)C=CC1 (3-Chlorostyrene). Run at time 15 minute. The product is ClC=1C=C(C=CC1)[C@@H](CO)O ((S)-1-(3-Chlorophenyl)-ethane-1,2-diol). As a reaction SMILES: [C:1]([OH:5])(C)([CH3:3])[CH3:2].[Cl:6][C:7]1[CH:8]=C([CH:12]=[CH:13][CH:14]=1)C=C.[OH2:15]>>[Cl:6][C:7]1[CH:8]=[C:2]([C@H:1]([OH:5])[CH2:3][OH:15])[CH:12]=[CH:13][CH:14]=1. Procedure details: AD mix alpha (86.0 g) was added to a stirred mixture of tert-BuOH (300 ml) and H2O (300 ml), mixture was stirred for 15 min at RT, than cooled to 0° C. 3-Chlorostyrene (8.51 g, 0.061 mol) was added over 15 min. The mixture was stirred at 0° C. for 48 h. The reaction was quenched by adding 10% aq. sodium sulfite (120 ml) followed by addition of EtOAc (200 ml). The layers were separated and the aqueous layer was extracted with EtOAc (200 ml). The combined organic layers were washed with 0.4 M H2SO... The reactants are C1(CC1)ON=C(C(=O)O)C1=NSC(=N1)NC(C1=CC=CC=C1)(C1=CC=CC=C1)C1=CC=CC=C1 (2-cyclopropyloxyimino-2-(5-tritylamino-1,2,4-thiadiazol-3-yl)acetic acid), P(=O)(Cl)(Cl)Cl (Phosphorous oxychloride), Cl.[Cl-].N[C@H]1[C@@H]2N(C(=C(CS2)C[N+]2=CC=CC=C2)C(=O)O)C1=O (1- [(7β-amino-4-carboxy-3-cephem-3-yl)methyl]pyridinium chloride hydrochloride), C[Si](NC(C)=O)(C)C (N-trimethylsilyl-acetamide). Solvent: O1CCCC1 (tetrahydrofuran), C(C)(=O)OCC (ethyl acetate), CN(C=O)C (N,N-dimethylformamide), C(C)(=O)OCC (ethyl acetate), O1CCCC1 (tetrahydrofuran). Reaction conditions: time 10 minute. Yields the product NC1=NC(=NS1)C(C(=O)N[C@H]1[C@@H]2N(C(=C(CS2)C[N+]2=CC=CC=C2)C(=O)[O-])C1=O)=NOC1CC1 (7β-[2-(5-amino-1,2,4-thiadiazol- 3-yl)-2-(cyclopropyloxyimino)acetamido]-3-(1-pyridinio)methyl-3-cephem-4-carboxylate). Yield: 20.7%. Reaction SMILES: P(Cl)(Cl)(Cl)=O.[CH:6]1([O:9][N:10]=[C:11]([C:15]2[N:19]=[C:18]([NH:20]C(C3C=CC=CC=3)(C3C=CC=CC=3)C3C=CC=CC=3)[S:17][N:16]=2)[C:12]([OH:14])=O)[CH2:8][CH2:7]1.Cl.[Cl-].[NH2:42][C@@H:43]1[C:60](=[O:61])[N:45]2[C:46]([C:57]([OH:59])=[O:58])=[C:47]([CH2:50][N+:51]3[CH:56]=[CH:55][CH:54]=[CH:53][CH:52]=3)[CH2:48][S:49][C@H:44]12.C[Si](C)(C)NC(=O)C>O1CCCC1.C(OCC)(=O)C.CN(C)C=O>[NH2:20][C:18]1[S:17][N:16]=[C:15]([C:11](=[N:10][O:9][CH:6]2[CH2:7][CH2:8]2)[C:12]([NH:42][C@@H:43]2[C:60](=[O:61])[N:45]3[C:46]([C:57]([O-:59])=[O:58])=[C:47]([CH2:50][N+:51]4[CH:52]=[CH:53][CH:54]=[CH:55][CH:56]=4)[CH2:48][S:49][C@H:44]23)=[O:14])[N:19]=1 |f:2.3.4|. Reported procedure: Phosphorous oxychloride (0.31 ml) was added to a mixture of N,N-dimethylformamide (0.25 ml) and ethyl acetate (1 ml) under ice-cooling. The mixture was stirred at the same temperature for 10 minutes to give a suspension. To the suspension was added 2-cyclopropyloxyimino-2-(5-tritylamino-1,2,4-thiadiazol-3-yl)acetic acid (syn isomer) (1.18 g) and tetrahydrofuran (15 ml) and the mixture was stirred under ice-cooling for 30 minutes to give an activated acid solution. On the other hand, to a suspens...